From a dataset of the Open Reaction Database (ORD), a public repository of structured organic reaction records. describe an organic reaction: reactants, conditions, products, and yield The reactants are CC#N, CCN(C(C)C)C(C)C, FC(F)(F)c1ccc2nc(Cl)[nH]c2c1, Clc1cccnc1N1CCNCC1, Cl. Product: FC(F)(F)c1ccc2nc(N3CCN(c4ncccc4Cl)CC3)[nH]c2c1. Reaction SMILES: [CH3:38][C:39]#[N:40].[CH:29]([N:30]([CH2:31][CH3:32])[CH:33]([CH3:34])[CH3:35])([CH3:36])[CH3:37].[Cl:15][c:16]1[n:17][c:18]2[c:19]([nH:20]1)[cH:21][c:22]([C:25]([F:26])([F:27])[F:28])[cH:23][cH:24]2.[Cl:2][c:3]1[c:4]([N:9]2[CH2:10][CH2:11][NH:12][CH2:13][CH2:14]2)[n:5][cH:6][cH:7][cH:8]1.[ClH:1]>>[Cl:2][c:3]1[c:4]([N:9]2[CH2:10][CH2:11][N:12]([c:16]3[n:17][c:18]4[c:19]([nH:20]3)[cH:21][c:22]([C:25]([F:26])([F:27])[F:28])[cH:23][cH:24]4)[CH2:13][CH2:14]2)[n:5][cH:6][cH:7][cH:8]1. Run in CO.CS(=O)C (MeOH DMSO), C1CCOC1 (THF), O1CCCC1 (tetrahydrofuran). Yield: 87.0%. Run at time 30 minute. The product is C(=O)O.ClC1=CC=C(S1)S(=O)(=O)NC1=NN(C2=CC=CC(=C12)OC)CC=1C=C(C=CC1)CNC(C(NC)(C)C)=O (N1-[(3-{[3-{[(5-Chloro-2-thienyl)sulfonyl]amino}-4-(methyloxy)-1H-indazol-1-yl]methyl}phenyl)methyl]-N2,2-dimethylalaninamide formate). Procedure: To a solution of N-Boc-N,2-dimethylalanine (174 mg, 0.801 mmol) in anhydrous THF (8 mL) was added dropwise at room temperature 1-chloro-N,N,2-trimethylpropenylamine (0.106 mL, 0.801 mmol) and the resulting mixture was stirred for 30 min. N-[1-{[3-(aminomethyl)phenyl]methyl}-4-(methyloxy)-1H-indazol-3-yl]-5-chloro-2-thiophenesulfonamide hydrochloride (for a preparation see Intermediate 4) (200 mg, 0.4 mmol), followed by N,N-diisopropylethylamine (0.209 mL, 1.20 mmol) were then added and the react... RXN SMILES: [C:1]([N:8]([CH3:15])[C:9]([CH3:14])([C:11]([OH:13])=O)[CH3:10])([O:3]C(C)(C)C)=[O:2].ClC(N(C)C)=C(C)C.Cl.[NH2:25][CH2:26][C:27]1[CH:28]=[C:29]([CH2:33][N:34]2[C:42]3[C:37](=[C:38]([O:43][CH3:44])[CH:39]=[CH:40][CH:41]=3)[C:36]([NH:45][S:46]([C:49]3[S:50][C:51]([Cl:54])=[CH:52][CH:53]=3)(=[O:48])=[O:47])=[N:35]2)[CH:30]=[CH:31][CH:32]=1.C(N(CC)C(C)C)(C)C>C1COCC1.CO.CS(C)=O>[CH:1]([OH:3])=[O:2].[Cl:54][C:51]1[S:50][C:49]([S:46]([NH:45][C:36]2[C:37]3[C:42](=[CH:41][CH:40]=[CH:39][C:38]=3[O:43][CH3:44])[N:34]([CH2:33][C:29]3[CH:28]=[C:27]([CH2:26][NH:25][C:11](=[O:13])[C:9]([CH3:10])([CH3:14])[NH:8][CH3:15])[CH:32]=[CH:31][CH:30]=3)[N:35]=2)(=[O:47])=[O:48])=[CH:53][CH:52]=1 |f:2.3,6.7,8.9|. Starting materials: residue, C(=O)(OC(C)(C)C)N(C(C)(C(=O)O)C)C (N-Boc-N,2-dimethylalanine), ClC(=C(C)C)N(C)C (1-chloro-N,N,2-trimethylpropenylamine), Intermediate 4, C(C)(C)N(C(C)C)CC (N,N-diisopropylethylamine), Cl.NCC=1C=C(C=CC1)CN1N=C(C2=C(C=CC=C12)OC)NS(=O)(=O)C=1SC(=CC1)Cl (N-[1-{[3-(aminomethyl)phenyl]methyl}-4-(methyloxy)-1H-indazol-3-yl]-5-chloro-2-thiophenesulfonamide hydrochloride), C(C)(C)N(C(C)C)CC (N,N-diisopropylethylamine).